From a dataset of the Open Reaction Database (ORD), a public repository of structured organic reaction records. describe an organic reaction: reactants, conditions, products, and yield Reactants: OC=1C=C(C2=C(N=C(N2)CCC2=CC=CC=C2)C1)C(CC(=O)OCC)=O (Ethyl 3-(6-hydroxy-2-(2-phenylethyl)benzimidazol-4-yl)-3-oxopropanoate), [BH4-].[Na+] (sodium borohydride). Run in ice water, C(C)O (ethanol). Conditions: time 2 hour. The product is OC(CCO)C1=CC(=CC=2N=C(NC21)CCC2=CC=CC=C2)O (1,3-dihydroxypropyl-6-hydroxy-2-(2-phenylethyl)benzimidazole). The yield is 95.7%. Reaction SMILES: [OH:1][C:2]1[CH:3]=[C:4]([C:19](=[O:26])[CH2:20][C:21](OCC)=[O:22])[C:5]2[NH:9][C:8]([CH2:10][CH2:11][C:12]3[CH:17]=[CH:16][CH:15]=[CH:14][CH:13]=3)=[N:7][C:6]=2[CH:18]=1.[BH4-].[Na+]>C(O)C>[OH:26][CH:19]([C:4]1[C:5]2[NH:9][C:8]([CH2:10][CH2:11][C:12]3[CH:17]=[CH:16][CH:15]=[CH:14][CH:13]=3)=[N:7][C:6]=2[CH:18]=[C:2]([OH:1])[CH:3]=1)[CH2:20][CH2:21][OH:22] |f:1.2|. Reported procedure: To a suspension of Ethyl 3-(6-hydroxy-2-(2-phenylethyl)benzimidazol-4-yl)-3-oxopropanoate (500 mg) obtained in Inventive Example 42 in anhydrous ethanol (10 mL), while cooling in an ice bath, was added sodium borohydride (81 mg), and the mixture was stirred at room temperature for 2 hours. The reaction solution was diluted with ice water (20 mL) and extracted with ethyl acetate. The organic layer was washed with water and brine and dried over anhydrous sodium sulfate, and then the solvent was ev... Reactants: CC1C(OCC1)=O (3-methyl-dihydro-furan-2-one), C(CCC)[Li] (n-butyllithium), hexanes, C(C)(C)NC(C)C (N,N-diisopropylamine), di-μ-bromobis(tri-tert-butylphosphino)dipalladium(I), C(=C)Br (vinyl bromide). Run in O1CCCC1 (tetrahydrofuran), O1CCCC1 (tetrahydrofuran), O1CCCC1 (tetrahydrofuran). Reaction conditions: temperature -78 celsius, time 25 minute. Yields the product CC1(C(OCC1)=O)C=C (3-Methyl-3-vinyl-dihydro-furan-2-one). Isolated yield 47.7%. Reaction SMILES: [CH:1](NC(C)C)(C)[CH3:2].C([Li])CCC.[CH3:13][CH:14]1[CH2:18][CH2:17][O:16][C:15]1=[O:19].C(Br)=C>O1CCCC1>[CH3:13][C:14]1([CH:1]=[CH2:2])[CH2:18][CH2:17][O:16][C:15]1=[O:19]. Procedure details: A cooled (−78° C.) solution of N,N-diisopropylamine (4.7 mL, 33.815 mmol, dried over calcium hydride) in anhydrous tetrahydrofuran (20 mL) was treated with a solution of n-butyllithium in hexanes (12.7 mL, 31.702 mmol, 2.5 M). After stirring at −78° C. for 25 minutes, the mixture was treated with 3-methyl-dihydro-furan-2-one (2 mL, 21.135 mmol). After stirring at 0° C. for 1 h, the reaction was subsequently treated with a solution of di-μ-bromobis(tri-tert-butylphosphino)dipalladium(I) (164.2 mg... Product: O=[N+]([O-])C(C(=C(Cl)Cl)C1CNCCO1)=C1NCCN1Cc1ccc(Cl)nc1. As a reaction SMILES: [CH2:1]1[CH2:2][O:3][CH2:4][CH2:5][NH:6]1.[CH3:31][OH:32].[Cl:7][c:8]1[n:9][cH:10][c:11]([CH2:14][N:15]2[C:16](=[C:20]([C:21](=[C:22]([Cl:23])[Cl:24])[Cl:25])[N+:26](=[O:27])[O-:28])[NH:17][CH2:18][CH2:19]2)[cH:12][cH:13]1.[ClH:29].[OH2:30]>>[CH2:1]1[CH:2]([C:21]([C:20](=[C:16]2[N:15]([CH2:14][c:11]3[cH:10][n:9][c:8]([Cl:7])[cH:13][cH:12]3)[CH2:19][CH2:18][NH:17]2)[N+:26](=[O:27])[O-:28])=[C:22]([Cl:23])[Cl:24])[O:3][CH2:4][CH2:5][NH:6]1. The reactants are C1COCCN1, CO, O=[N+]([O-])C(C(Cl)=C(Cl)Cl)=C1NCCN1Cc1ccc(Cl)nc1, Cl, O. Starting materials: BrC1=C2C=CC(=CC2=CC=C1)S(=O)(=O)N(C1=NC=NS1)CC1=C(C=C(C=C1)OC)OC (5-bromo-N-(2,4-dimethoxybenzyl)-N-(1,2,4-thiadiazol-5-yl)naphthalene-2-sulfonamide), BrC1=C2C=CC(=CC2=CC=C1)S(=O)(=O)N(C1=NC=NS1)CC1=C(C=C(C=C1)OC)OC (5-bromo-N-(2,4-dimethoxybenzyl)-N-(1,2,4-thiadiazol-5-yl)naphthalene-2-sulfonamide), COC1=C(C=CC=C1)B(O)O (2-methoxyphenylboronic acid), Pd(AmPhos)2Cl2, P(=O)([O-])([O-])[O-].[K+].[K+].[K+] (potassium phosphate), O1CCOCC1 (1,4-dioxane). Run in O (water), O (water). Run at temperature 100 celsius, time 2 hour. Product: COC1=C(C=CC=C1)C1=C2C=CC(=CC2=CC=C1)S(=O)(=O)NC1=NC=NS1 (5-(2-methoxyphenyl)-N-(1,2,4-thiadiazol-5-yl)naphthalene-2-sulfonamide). The yield is 73.9%. As a reaction SMILES: Br[C:2]1[CH:11]=[CH:10][CH:9]=[C:8]2[C:3]=1[CH:4]=[CH:5][C:6]([S:12]([N:15](CC1C=CC(OC)=CC=1OC)[C:16]1[S:20][N:19]=[CH:18][N:17]=1)(=[O:14])=[O:13])=[CH:7]2.[CH3:32][O:33][C:34]1[CH:39]=[CH:38][CH:37]=[CH:36][C:35]=1B(O)O.P([O-])([O-])([O-])=O.[K+].[K+].[K+].O1CCOCC1>O>[CH3:32][O:33][C:34]1[CH:39]=[CH:38][CH:37]=[CH:36][C:35]=1[C:2]1[CH:11]=[CH:10][CH:9]=[C:8]2[C:3]=1[CH:4]=[CH:5][C:6]([S:12]([NH:15][C:16]1[S:20][N:19]=[CH:18][N:17]=1)(=[O:14])=[O:13])=[CH:7]2 |f:2.3.4.5|. Reported procedure: A vial was charged with 5-bromo-N-(2,4-dimethoxybenzyl)-N-(1,2,4-thiadiazol-5-yl)naphthalene-2-sulfonamide (INTERMEDIATE D) (73.69 mg, 0.142 mmol), 2-methoxyphenylboronic acid (43.0 mg, 0.283 mmol), Pd(AmPhos)2Cl2 (5.01 mg, 7.08 μmol), potassium phosphate (90 mg, 0.425 mmol), 1,4-dioxane (708 μl), and water (236 μl). The vial was sealed and heated in a microwave reactor for 30 min at 100° C. The mixture was diluted with water and extracted with EtOAc (3×). The combined organic extracts were conc... Procedure: A mixture of crude 1,1-dimethylethyl-4-(4-{[3-(3,3-dimethyl-1-piperidinyl)propyl]oxy}phenyl)-4-hydroxy-1-piperidinecarboxylate (100 g) in 95% ethanol (500 ml) is cooled to 5-10° C. and concentrated hydrogen chloride (300 ml) is added at 5-10° C. over about 45 min, then stirred for about 15 min. The mixture is then heated to reflux (about 80-85° C.) for about 6 h. The mixture is concentrated under vacuum at 50-60° C., then water (500 ml) is added. The mixture is then cooled to 5-10° C. and the pH... Isolated yield 29.4%. Reaction conditions: temperature 7.5 celsius, time 15 minute. RXN SMILES: CC([CH:5]1[CH2:10][C:9]([C:12]2[CH:17]=[CH:16][C:15]([O:18][CH2:19][CH2:20][CH2:21][N:22]3[CH2:27][CH2:26][CH2:25][C:24]([CH3:29])([CH3:28])[CH2:23]3)=[CH:14][CH:13]=2)(O)[CH2:8][CH2:7][N:6]1C([O-])=O)(C)C.Cl>C(O)C>[CH3:28][C:24]1([CH3:29])[CH2:25][CH2:26][CH2:27][N:22]([CH2:21][CH2:20][CH2:19][O:18][C:15]2[CH:14]=[CH:13][C:12]([C:9]3[CH2:10][CH2:5][NH:6][CH2:7][CH:8]=3)=[CH:17][CH:16]=2)[CH2:23]1. Run in C(C)O (ethanol). Reactants: CC(C)(C)C1N(CCC(C1)(O)C1=CC=C(C=C1)OCCCN1CC(CCC1)(C)C)C(=O)[O-] (1,1-dimethylethyl-4-(4-{[3-(3,3-dimethyl-1-piperidinyl)propyl]oxy}phenyl)-4-hydroxy-1-piperidinecarboxylate), Cl (hydrogen chloride). Yields the product CC1(CN(CCC1)CCCOC1=CC=C(C=C1)C=1CCNCC1)C (4-(4-{[3-(3,3-Dimethyl-1-piperidinyl)propyl]oxy}phenyl)-1,2,3,6-tetrahydropyridine). The reactants are O=C1CC(C1)C(=O)O (3-oxocyclobutanecarboxylic acid), C(=O)(N1C=NC=C1)N1C=NC=C1 (1,1′-carbonyldiimidazole), crude product, ON=C(C1=CC(=C(C=C1)C)[N+](=O)[O-])N (N′-hydroxy-4-methyl-3-nitrobenzimidamide). The solvent is CN1C(CCC1)=O (1-methyl-2-pyrrolidinone), O (water), C(C)(=O)OCC (ethyl acetate). Reaction conditions: temperature 130 celsius, time 5 minute. The product is CC1=C(C=C(C=C1)C1=NOC(=N1)C1CC(C1)=O)[N+](=O)[O-] (3-(3-(4-methyl-3-nitrophenyl)-1,2,4-oxadiazol-5-yl)cyclobutanone). As a reaction SMILES: [O:1]=[C:2]1[CH2:5][CH:4]([C:6]([OH:8])=O)[CH2:3]1.C(N1C=CN=C1)(N1C=CN=C1)=O.O[N:22]=[C:23]([NH2:34])[C:24]1[CH:29]=[CH:28][C:27]([CH3:30])=[C:26]([N+:31]([O-:33])=[O:32])[CH:25]=1>CN1CCCC1=O.C(OCC)(=O)C.O>[CH3:30][C:27]1[CH:28]=[CH:29][C:24]([C:23]2[N:22]=[C:6]([CH:4]3[CH2:3][C:2](=[O:1])[CH2:5]3)[O:8][N:34]=2)=[CH:25][C:26]=1[N+:31]([O-:33])=[O:32]. Procedure: To a stirring solution of 3-oxocyclobutanecarboxylic acid (595 mg, 5.12 mmol) in 1-methyl-2-pyrrolidinone (6 mL) was added 1,1′-carbonyldiimidazole (831 mg, 5.12 mmol). The reaction was stirred for 5 minutes. Then, N′-hydroxy-4-methyl-3-nitrobenzimidamide (27) (500 mg, 2.56 mmol) was added and the reaction was stirred for 15 minutes. Next, the reaction was heated in the microwave at 130° C. for 10 minutes. The crude product was taken in ethyl acetate and water. The organic was washed with 2× wat... The product is C(C)(C)NC(C(O)C1=CC2=CC=C(C=C2C=C1)OC)=O (N-isopropyl-6-methoxy-2-naphthylglycolamide). Procedure details: Ethyl 6-methoxy-2-naphthylglycolate (0.1 mole) is stirred with 20 ml. of isopropylamine at about 35°C with stirring overnight and the temperature is then raised to reflux for 28 hours. The reaction mixture is evaporated in vacuo and the residue distilled to obtain N-isopropyl-6-methoxy-2-naphthylglycolamide. RXN SMILES: [CH3:1][O:2][C:3]1[CH:4]=[C:5]2[C:10](=[CH:11][CH:12]=1)[CH:9]=[C:8]([CH:13]([OH:19])[C:14]([O:16]CC)=O)[CH:7]=[CH:6]2.[CH:20]([NH2:23])([CH3:22])[CH3:21]>>[CH:20]([NH:23][C:14](=[O:16])[CH:13]([C:8]1[CH:7]=[CH:6][C:5]2[C:10](=[CH:11][CH:12]=[C:3]([O:2][CH3:1])[CH:4]=2)[CH:9]=1)[OH:19])([CH3:22])[CH3:21]. The reactants are COC=1C=C2C=CC(=CC2=CC1)C(C(=O)OCC)O (Ethyl 6-methoxy-2-naphthylglycolate), C(C)(C)N (isopropylamine). Procedure: 5.8 mmol of (3R,7R)-3,7,11-trimethyldodecyl bromide are heated at reflux for 1/4 hour in 20 ml of ethyl acetate with activated magnesium. Then, there are added at 0° C. 1 g of (S)-4-(2',5'-dimethoxy-3',4',6'-trimethylphenyl)-2-methyl-1,2-epoxybutane and 0.9 g of copper(I)-2-propylacetylide (or 1.2 g of copper(I) bromide/dimethyl sulphide complex). The temperature of the reaction mixture is subsequently left to rise to room temperature and the mixture is stirred overnight. 10 ml of ammonium with ... Conditions: time 8 hour. Reaction SMILES: [CH3:1][C@H:2]([CH2:6][CH2:7][CH2:8][C@H:9]([CH3:16])[CH2:10][CH2:11][CH2:12][CH:13]([CH3:15])[CH3:14])[CH2:3][CH2:4]Br.[Mg].CO[C:20]1[C:25](C)=C(C)C(OC)=[C:22](C)[C:21]=1[CH2:31]C[C@]1(C)OC1.[NH4+].C(OCC)(=[O:40])C>C(OCC)C>[CH3:1][C:2]([OH:40])([CH2:6][CH2:7][CH2:8][CH:9]([CH3:16])[CH2:10][CH2:11][CH2:12][CH:13]([CH3:15])[CH2:14][CH2:25][CH2:20][CH:21]([CH3:31])[CH3:22])[CH2:3][CH3:4]. Solvent: C(C)OCC (ethyl ether). Starting materials: C[C@@H](CCBr)CCC[C@@H](CCCC(C)C)C ((3R,7R)-3,7,11-trimethyldodecyl bromide), copper(I)-2-propylacetylide, [NH4+] (ammonium), COC1=C(C(=C(C(=C1C)C)OC)C)CC[C@]1(CO1)C ((S)-4-(2',5'-dimethoxy-3',4',6'-trimethylphenyl)-2-methyl-1,2-epoxybutane), [Mg] (magnesium), C(C)(=O)OCC (ethyl acetate). Yields the product CC(CC)(CCCC(CCCC(CCCC(C)C)C)C)O (3,7,11,15-tetramethylhexadecan-3-ol).